Dataset: the Open Reaction Database (ORD), a public repository of structured organic reaction records. Task: describe an organic reaction: reactants, conditions, products, and yield Reactants: CC1=C(NC2=CC=C(C=C2C1=O)C)C(=O)OCC (ethyl 1,4-dihydro-3,6-dimethyl-4-oxoquinoline-2-carboxylate), P(=O)(Cl)(Cl)Cl (phosphoryl chloride), CN(C1=CC=CC=C1)C (N,N-dimethylaniline). Conditions: time 1 hour. Product: ClC1=C(C(=NC2=CC=C(C=C12)C)C(=O)OCC)C (ethyl 4-chloro-3,6-dimethylquinoline-2-carboxylate). Isolated yield 73.7%. Reaction SMILES: [CH3:1][C:2]1[C:11](=O)[C:10]2[C:5](=[CH:6][CH:7]=[C:8]([CH3:13])[CH:9]=2)[NH:4][C:3]=1[C:14]([O:16][CH2:17][CH3:18])=[O:15].P(Cl)(Cl)([Cl:21])=O.CN(C)C1C=CC=CC=1>>[Cl:21][C:11]1[C:10]2[C:5](=[CH:6][CH:7]=[C:8]([CH3:13])[CH:9]=2)[N:4]=[C:3]([C:14]([O:16][CH2:17][CH3:18])=[O:15])[C:2]=1[CH3:1]. Reported procedure: To a mixture of ethyl 1,4-dihydro-3,6-dimethyl-4-oxoquinoline-2-carboxylate (4.0 g) and phosphoryl chloride (10 g) was added N,N-dimethylaniline (3.95 g) at ambient temperate and the mixture was stirred for 1 hour. The solvent was removed in vacuo, and the residue was poured into ice-water and extracted with ethyl acetate. The organic layer was washed with water, saturated sodium bicarbonate solution and brine, dried over magnesium sulfate and concentrated in vacuo. The residue was purified by f...